Dataset: the Open Reaction Database (ORD), a public repository of structured organic reaction records. Task: describe an organic reaction: reactants, conditions, products, and yield Starting materials: [N+](=O)([O-])C=1C=C(CN)C=CC1 (3-nitrobenzylamine), ClC=1C2=C(N=C(N1)C=1C=NC=CC1)SC(=C2C)C (4-chloro-2-(pyridin-3-yl)-5,6-dimethyl-thieno-[2,3-d]-pyrimidine). Product: N1=CC(=CC=C1)C=1N=C(C2=C(N1)SC(=C2C)C)NCC2=CC(=CC=C2)[N+](=O)[O-] (2-(pyridin-3-yl)-4-(3-nitrobenzylamino)-5,6-dimethyl-thieno-[2,3-d]-pyrimidine). Reaction SMILES: [N+:1]([C:4]1[CH:5]=[C:6]([CH:9]=[CH:10][CH:11]=1)[CH2:7][NH2:8])([O-:3])=[O:2].Cl[C:13]1[C:14]2[C:27]([CH3:28])=[C:26]([CH3:29])[S:25][C:15]=2[N:16]=[C:17]([C:19]2[CH:20]=[N:21][CH:22]=[CH:23][CH:24]=2)[N:18]=1>>[N:21]1[CH:22]=[CH:23][CH:24]=[C:19]([C:17]2[N:18]=[C:13]([NH:8][CH2:7][C:6]3[CH:9]=[CH:10][CH:11]=[C:4]([N+:1]([O-:3])=[O:2])[CH:5]=3)[C:14]3[C:27]([CH3:28])=[C:26]([CH3:29])[S:25][C:15]=3[N:16]=2)[CH:20]=1. Reported procedure: With the procedure of Example 1, the reaction of 3-nitrobenzylamine with 4-chloro-2-(pyridin-3-yl)-5,6-dimethyl-thieno-[2,3-d]-pyrimidine yields 2-(pyridin-3-yl)-4-(3-nitrobenzylamino)-5,6-dimethyl-thieno-[2,3-d]-pyrimidine. The reactants are CCCCCC(=O)c1ccccc1, CCOC(=O)C(=O)OCC, CC[O-], CCO, [Na+]. Product: CCCCC(C(=O)C(=O)OCC)C(=O)c1ccccc1. As a reaction SMILES: [C:15]([CH2:16][CH2:17][CH2:18][CH2:19][CH3:20])(=[O:21])[c:22]1[cH:23][cH:24][cH:25][cH:26][cH:27]1.[C:1]([C:2]([O:4][CH2:3][CH3:5])=[O:6])(=[O:7])[O:8][CH2:9][CH3:10].[CH3:12][CH2:13][O-:14].[CH3:28][CH2:29][OH:30].[Na+:11]>>[C:1]([C:2](=[O:4])[CH:16]([C:15](=[O:21])[c:22]1[cH:23][cH:24][cH:25][cH:26][cH:27]1)[CH2:17][CH2:18][CH2:19][CH3:20])(=[O:7])[O:8][CH2:9][CH3:10]. Conditions: time 15.8 hour. Reaction SMILES: [F:1][CH:2]([F:8])[C:3](OCC)=[O:4].C[O-].[Na+].[O:12]1[CH2:17][CH2:16][N:15]([C:18]2[CH:23]=[CH:22][C:21]([C:24](=[O:26])[CH3:25])=[CH:20][CH:19]=2)[CH2:14][CH2:13]1.Cl>C1COCC1>[F:1][CH:2]([F:8])[C:3](=[O:4])[CH2:25][C:24]([C:21]1[CH:20]=[CH:19][C:18]([N:15]2[CH2:14][CH2:13][O:12][CH2:17][CH2:16]2)=[CH:23][CH:22]=1)=[O:26] |f:1.2|. Reported procedure: Ethyl difluoroacetate (2.30 g, 18.5 mmol) was placed in a 100 mL round bottom flask and dissolved in THF (25 mL). To the stirred solution was added 25 weight % sodium methoxide (4.90 g, 22.6 mmol) followed by 4'-morpholinoacetophenone (3.45 g, 16.8 mmol). The reaction was stirred at room temperature overnight (15.8 hours), then treated with 3N HCl (13 mL). The reaction was extracted with ethyl acetate (20 mL), washed with brine (20 mL), dried over MgSO4, and concentrated in vacuo to give a green... Isolated yield 91.6%. The product is FC(C(CC(=O)C1=CC=C(C=C1)N1CCOCC1)=O)F (4,4-difluoro-1-[4-(morpholino)phenyl]-butane-1,3-dione). The reactants are FC(C(=O)OCC)F (Ethyl difluoroacetate), Cl (HCl), C[O-].[Na+] (sodium methoxide), O1CCN(CC1)C1=CC=C(C=C1)C(C)=O (4'-morpholinoacetophenone). Run in C1CCOC1 (THF). Reactants: ClC(C(Cl)(Cl)Cl)(Cl)Cl (perchloroethane), 8A, C(C)(C)(C)OC(NC1=C(C=CC=C1)C1=CC=CC=C1)=O (tert-butyl[1,1′-biphenyl]-2-ylcarbamate), C(C)(C)(C)[Li] (tert-butyllithium), C(=O)(C(F)(F)F)O (TFA). The solvent is C(C)OCC (diethyl ether), C(C)OCC (diethyl ether), O.CC#N (H2O MeCN). Reaction conditions: time 6 hour. Product: ClC=1C(=C(C=CC1)C1=CC=CC=C1)NC(OC(C)(C)C)=O (tert-Butyl (3-chloro-[1,1′-biphenyl]-2-yl)carbamate). RXN SMILES: [C:1]([O:5][C:6](=[O:20])[NH:7][C:8]1[CH:13]=[CH:12][CH:11]=[CH:10][C:9]=1[C:14]1[CH:19]=[CH:18][CH:17]=[CH:16][CH:15]=1)([CH3:4])([CH3:3])[CH3:2].C([Li])(C)(C)C.[Cl:26]C(Cl)(Cl)C(Cl)(Cl)Cl.C(O)(C(F)(F)F)=O>C(OCC)C.O.CC#N>[Cl:26][C:13]1[C:8]([NH:7][C:6](=[O:20])[O:5][C:1]([CH3:4])([CH3:2])[CH3:3])=[C:9]([C:14]2[CH:15]=[CH:16][CH:17]=[CH:18][CH:19]=2)[CH:10]=[CH:11][CH:12]=1 |f:5.6|. Reported procedure: To a solution of tert-butyl[1,1′-biphenyl]-2-ylcarbamate (synthesized according to Tsang et al., J. Org. Chem., 7603 (2008)) (12.5 g, 46.4 mmol) in diethyl ether (125 mL) at −30° C. was added tert-butyllithium (1.6 M in pentane, 174 mL, 278 mmol) slowly over 15 minutes. The reaction mixture was stirred for 6 h, then a solution of perchloroethane (43.9 g, 186 mmol) in diethyl ether (125 mL) was added over 10 minutes. The reaction mixture was allowed to warm to room temperature and stirred overnig...